From a dataset of the Open Reaction Database (ORD), a public repository of structured organic reaction records. describe an organic reaction: reactants, conditions, products, and yield Reactants: N1=CC=CC=C1 (pyridine), BrC1=C(C=C(CO)C=C1)OC (4-Bromo-3-methoxybenzyl alcohol), S(=O)(Cl)Cl (thionyl chloride). Run in O (water), C1(=CC=CC=C1)C (toluene). The product is BrC1=C(C=C(CCl)C=C1)OC (4-bromo-3-methoxybenzyl chloride). As a reaction SMILES: [Br:1][C:2]1[CH:9]=[CH:8][C:5]([CH2:6]O)=[CH:4][C:3]=1[O:10][CH3:11].N1C=CC=CC=1.S(Cl)([Cl:20])=O>C1(C)C=CC=CC=1.O>[Br:1][C:2]1[CH:9]=[CH:8][C:5]([CH2:6][Cl:20])=[CH:4][C:3]=1[O:10][CH3:11]. Procedure: 4-Bromo-3-methoxybenzyl alcohol (21.7 g, 0.1 m) dissolved in toluene (200 ml) containing pyridine (11.8 g, 0.15 m) is stirred at 5° and treated wiih thionyl chloride (23.8 g, 0.2 m). The mixture is stirred, diluted with water and the organic layer washed with dilute hydrochloric acid, dried and concentrated in vacuo to give 4-bromo-3-methoxybenzyl chloride. Reactants: C1(C=2C(C(N1CC(=O)Cl)=O)=CC=CC2)=O (phthalimidoacetyl chloride), C1CCC2NC3=C(NC(C21)=O)C=CC=C3 (2,3,3a,4,9,10a-hexahydrobenzo[b]cyclopenta[e][1,4]diazepin-10(1H)-one), C(O)([O-])=O.[Na+] (sodium hydrogencarbonate). The solvent is ClCCCl (1,2-dichloroethane). Conditions: time 15 minute. The product is C1(C=2C(C(N1CC(=O)N1C3=C(NC(C4C1CCC4)=O)C=CC=C3)=O)=CC=CC2)=O (4-(Phthalimidoacetyl)-2,3,3a,4,9,10a-hexahydrobenzo[b]cyclopenta[e][1,4]diazepin-10(1H)-one). Yield: 62.1%. RXN SMILES: [CH2:1]1[CH:10]2[CH:4]([NH:5][C:6]3[CH:15]=[CH:14][CH:13]=[CH:12][C:7]=3[NH:8][C:9]2=[O:11])[CH2:3][CH2:2]1.[C:16]1(=[O:30])[N:20]([CH2:21][C:22](Cl)=[O:23])[C:19](=[O:25])[C:18]2=[CH:26][CH:27]=[CH:28][CH:29]=[C:17]12.C(=O)([O-])O.[Na+]>ClCCCl>[C:19]1(=[O:25])[N:20]([CH2:21][C:22]([N:5]2[CH:4]3[CH2:3][CH2:2][CH2:1][CH:10]3[C:9](=[O:11])[NH:8][C:7]3[CH:12]=[CH:13][CH:14]=[CH:15][C:6]2=3)=[O:23])[C:16](=[O:30])[C:17]2=[CH:29][CH:28]=[CH:27][CH:26]=[C:18]12 |f:2.3|. Reported procedure: To a suspension of 2,3,3a,4,9,10a-hexahydrobenzo[b]cyclopenta[e][1,4]diazepin-10(1H)-one (2.02 g, 10 mmol) in 1,2-dichloroethane (15 mL) was added phthalimidoacetyl chloride (2.24 g, 10 mmol),and the mixture was stirred for 15 minutes at room temperature. To the reaction mixture was added a saturated aqueous solution of sodium hydrogencarbonate (10 mL) to give precipitate, which was filtered off. The aqueous layer of the filtrate was seperated. The organic layer was washed with water, dried over... The reactants are C1(=CC=C(C=C1)S(=O)(=O)NC1=CC=CC=C1)C (p-toluenesulfonanilide), (±)-N-benzoyl-β-prolyl chloride, C(C)(=O)N1CCC(C(=O)Cl)CC1 (1-acetylisonipecotoyl chloride), C(C1=CC=CC=C1)(=O)N1CC(C(=O)Cl)CCC1 ((±)-N-benzoylnipecotoyl chloride). Yields the product C(C)(=O)N1CCC(CC1)C(C1=CC=C(C=C1)NS(=O)(=O)C)=O (1-Acetyl-4-(4-methylsulfonylaminobenzoyl)piperidine). RXN SMILES: C1(C)C=C[C:4]([S:7]([NH:10][C:11]2[CH:16]=[CH:15][CH:14]=[CH:13][CH:12]=2)(=[O:9])=[O:8])=CC=1.[C:18]([N:21]1[CH2:29][CH2:28][CH:24]([C:25](Cl)=[O:26])[CH2:23][CH2:22]1)(=[O:20])[CH3:19].C(N1CCCC(C(Cl)=O)C1)(=O)C1C=CC=CC=1>>[C:18]([N:21]1[CH2:22][CH2:23][CH:24]([C:25](=[O:26])[C:14]2[CH:13]=[CH:12][C:11]([NH:10][S:7]([CH3:4])(=[O:8])=[O:9])=[CH:16][CH:15]=2)[CH2:28][CH2:29]1)(=[O:20])[CH3:19]. Procedure: The same procedure as above was repeated except that methanesulfonamilide was replaced with p-toluenesulfonanilide or 1-acetylisonipecotoyl chloride was replaced with (±)-N-benzoylnipecotoyl chloride or (±)-N-benzoyl-β-prolyl chloride prepared in Referential Example 2 to obtain the following compounds: Reactants: BrC1=C(C=C(C=C1OC)C=1OC=CC1)OC (2-(4-bromo-3,5-dimethoxyphenyl)furan), CON(C(C(C1=CC=C(C=C1)C=1N=NN(N1)C)OC)=O)C (N,2-dimethoxy-N-methyl-2-(4-(2-methyl-2H-tetrazol-5-yl)phenyl)acetamide). The product is BrC1=C(C=C(C=C1OC)C1=CC=C(O1)C(C(C1=CC=C(C=C1)C=1N=NN(N1)C)OC)=O)OC (1-(5-(4-Bromo-3,5-dimethoxyphenyl)furan-2-yl)-2-methoxy-2-(4-(2-methyl-2H-tetrazol-5-yl)phenyl)ethanone), product. Isolated yield 29.0%. Reaction SMILES: [Br:1][C:2]1[C:7]([O:8][CH3:9])=[CH:6][C:5]([C:10]2[O:11][CH:12]=[CH:13][CH:14]=2)=[CH:4][C:3]=1[O:15][CH3:16].CON(C)[C:20](=[O:36])[CH:21]([O:34][CH3:35])[C:22]1[CH:27]=[CH:26][C:25]([C:28]2[N:29]=[N:30][N:31]([CH3:33])[N:32]=2)=[CH:24][CH:23]=1>>[Br:1][C:2]1[C:7]([O:8][CH3:9])=[CH:6][C:5]([C:10]2[O:11][C:12]([C:20](=[O:36])[CH:21]([O:34][CH3:35])[C:22]3[CH:27]=[CH:26][C:25]([C:28]4[N:29]=[N:30][N:31]([CH3:33])[N:32]=4)=[CH:24][CH:23]=3)=[CH:13][CH:14]=2)=[CH:4][C:3]=1[O:15][CH3:16]. Procedure: 1-(5-(4-Bromo-3,5-dimethoxyphenyl)furan-2-yl)-2-methoxy-2-(4-(2-methyl-2H-tetrazol-5-yl)phenyl)ethanone was prepared from 2-(4-bromo-3,5-dimethoxyphenyl)furan and N,2-dimethoxy-N-methyl-2-(4-(2-methyl-2H-tetrazol-5-yl)phenyl)acetamide according to the procedure used in Example 30. Purification by chromatography (40% EtOAc/hexanes) gave the product as a pale yellow solid (0.106 g, 29% yield). MS: m/z 513.3 [M+H]+. Reactants: CON(C(=O)C=1C(=NOC1C1CC1)C1=CC=CC=C1)C (5-cyclopropyl-3-phenyl-isoxazole-4-carboxylic acid methoxy-methyl-amide), C[Mg]Br (methylmagnesium bromide). The solvent is C1CCOC1 (THF). Product: C1(CC1)C1=C(C(=NO1)C1=CC=CC=C1)C(C)=O (1-(5-Cyclopropyl-3-phenyl-isoxazol-4-yl)-ethanone). The yield is 95.8%. As a reaction SMILES: CON(C)[C:4]([C:6]1[C:7]([C:14]2[CH:19]=[CH:18][CH:17]=[CH:16][CH:15]=2)=[N:8][O:9][C:10]=1[CH:11]1[CH2:13][CH2:12]1)=[O:5].[CH3:21][Mg]Br>C1COCC1>[CH:11]1([C:10]2[O:9][N:8]=[C:7]([C:14]3[CH:15]=[CH:16][CH:17]=[CH:18][CH:19]=3)[C:6]=2[C:4](=[O:5])[CH3:21])[CH2:12][CH2:13]1. Procedure: To a solution of 5-cyclopropyl-3-phenyl-isoxazole-4-carboxylic acid methoxy-methyl-amide (4.00 g, 14.7 mmol) in THF (42 mL) cooled to −78° C. was added a solution of methylmagnesium bromide (3 M in diethylether, 9.80 mL, 29.4 mmol) dropwise within 5 min at −78° C. The cooling bath was removed and the reaction mixture was allowed to warm up to room temperature over 2.5 h. The reaction mixture was then re-cooled to −78° C., diluted with a saturated ammonium chloride solution (50 mL), allowed to wa... Reaction conditions: time 1 hour. The solvent is CCOCC (ether). Yields the product C1(=CC=CC=2C3=CC=CC=C3CC12)C(C)C1=CC=CC=2C3=CC=CC=C3CC12 (bis(fluorenyl)ethane), C1(=CC=CC=2C3=CC=CC=C3CC12)CCC1=CC=CC=2C3=CC=CC=C3CC12 (1,2-bis(fluorenyl)ethane). RXN SMILES: [CH:1]1[C:13]2[CH2:12][C:11]3[C:6](=[CH:7][CH:8]=[CH:9][CH:10]=3)[C:5]=2[CH:4]=[CH:3][CH:2]=1.[CH2:14]([Li])[CH2:15][CH2:16][CH3:17].Br[CH2:20][CH2:21]Br>CCOCC>[C:1]1([CH:16]([C:15]2[C:14]3[CH2:21][C:20]4[C:3](=[CH:2][CH:1]=[CH:13][CH:12]=4)[C:4]=3[CH:5]=[CH:6][CH:7]=2)[CH3:17])[C:13]2[CH2:12][C:11]3[C:6](=[CH:7][CH:8]=[CH:9][CH:10]=3)[C:5]=2[CH:4]=[CH:3][CH:2]=1.[C:1]1([CH2:17][CH2:16][C:15]2[C:14]3[CH2:21][C:20]4[C:3](=[CH:2][CH:1]=[CH:13][CH:12]=4)[C:4]=3[CH:5]=[CH:6][CH:7]=2)[C:13]2[CH2:12][C:11]3[C:6](=[CH:7][CH:8]=[CH:9][CH:10]=3)[C:5]=2[CH:4]=[CH:3][CH:2]=1. The reactants are C1=CC=CC=2C3=CC=CC=C3CC12 (fluorene), C(CCC)[Li] (butyllithium), BrCCBr (1,2 dibromoethane). Procedure details: The ligand bis(fluorenyl)ethane was prepared as follows. To 0.2 mole fluorene in 200 mL ether was added 0.2 mole butyllithium (1.6 M in hexane) at a rate of 0.15 mL/min. at room temperature. The reaction mixture was stirred for one hour, and 0.1 mole 1,2 dibromoethane was added slowly and stirred for 3 hours. The volume was reduced to 150 mL, filtered and the pale yellow solid was washed 2 times with 50 mL distilled water. The pale yellow solid was dried and washed with 100 mL of pentane to yiel... Starting materials: N1C(OC(C2=C1C=CC=C2)=O)=O (2H-3,1-benzoxazine-2,4(1H)dione), ClC=1C=C(CN)C=CC1Cl (3,4-dichlorobenzylamine). The solvent is C1=CC=CC=C1 (benzene). Product: NC1=C(C(=O)NCC2=CC(=C(C=C2)Cl)Cl)C=CC=C1 (2-amino-N-(3,4-dichlorobenzyl)benzamide). Reaction SMILES: [NH:1]1[C:6]2[CH:7]=[CH:8][CH:9]=[CH:10][C:5]=2[C:4](=[O:11])OC1=O.[Cl:13][C:14]1[CH:15]=[C:16]([CH:19]=[CH:20][C:21]=1[Cl:22])[CH2:17][NH2:18]>C1C=CC=CC=1>[NH2:1][C:6]1[CH:7]=[CH:8][CH:9]=[CH:10][C:5]=1[C:4]([NH:18][CH2:17][C:16]1[CH:19]=[CH:20][C:21]([Cl:22])=[C:14]([Cl:13])[CH:15]=1)=[O:11]. Procedure: A mixture of 2H-3,1-benzoxazine-2,4(1H)dione (20 g) and 3,4-dichlorobenzylamine (16.4 ml) in benzene (200 ml) was refluxed for 3 hours. After cooling, the solvent was removed under reduced pressure to give a residue, which was recrystallized from n-hexane-ethyl acetate (1:2) to afford 2-amino-N-(3,4-dichlorobenzyl)benzamide (30.5 g). Starting materials: C(C)(C)(C)OC(NC(CC1=CC2=CN(N=C2C(=C1)C)COCC[Si](C)(C)C)C=1NC=CN1)=O (tert-Butyl-1-(1H-imidazol-2-yl)-2-(7-methyl-2-[{2-[trimethylsilyl]ethoxy}methyl]-2H-indazol-5-yl)ethylcarbamate), ClC1=NC(=CC(=C1)CCl)C (2-chloro-4-(chloromethyl)-6-methylpyridine), C([O-])([O-])=O.[Cs+].[Cs+] (cesium carbonate). Solvent: CN(C=O)C (dimethylformamide). Reaction conditions: time 16 hour. Product: ClC1=NC(=CC(=C1)CN1C(=NC=C1)C(CC1=CC2=CN(N=C2C(=C1)C)COCC[Si](C)(C)C)NC(OC(C)(C)C)=O)C ((±)-tert-Butyl 1-(1-((2-chloro-6-methylpyridin-4-yl)methyl)-1H-imidazol-2-yl)-2-(7-methyl-2-((2-(trimethylsilyl)ethoxy)methyl)-2H-indazol-5-yl)ethylcarbamate). Reaction SMILES: [C:1]([O:5][C:6](=[O:33])[NH:7][CH:8]([C:28]1[NH:29][CH:30]=[CH:31][N:32]=1)[CH2:9][C:10]1[CH:18]=[C:17]([CH3:19])[C:16]2[C:12](=[CH:13][N:14]([CH2:20][O:21][CH2:22][CH2:23][Si:24]([CH3:27])([CH3:26])[CH3:25])[N:15]=2)[CH:11]=1)([CH3:4])([CH3:3])[CH3:2].[Cl:34][C:35]1[CH:40]=[C:39]([CH2:41]Cl)[CH:38]=[C:37]([CH3:43])[N:36]=1.C(=O)([O-])[O-].[Cs+].[Cs+]>CN(C)C=O>[Cl:34][C:35]1[CH:40]=[C:39]([CH2:41][N:32]2[CH:31]=[CH:30][N:29]=[C:28]2[CH:8]([NH:7][C:6](=[O:33])[O:5][C:1]([CH3:4])([CH3:2])[CH3:3])[CH2:9][C:10]2[CH:18]=[C:17]([CH3:19])[C:16]3[C:12](=[CH:13][N:14]([CH2:20][O:21][CH2:22][CH2:23][Si:24]([CH3:25])([CH3:27])[CH3:26])[N:15]=3)[CH:11]=2)[CH:38]=[C:37]([CH3:43])[N:36]=1 |f:2.3.4|. Reported procedure: tert-Butyl-1-(1H-imidazol-2-yl)-2-(7-methyl-2-[{2-[trimethylsilyl]ethoxy}methyl]-2H-indazol-5-yl)ethylcarbamate (0.1 g, 0.212 mmol), 2-chloro-4-(chloromethyl)-6-methylpyridine (39.0 mg, 0.222 mmol, 1.05 equiv), and cesium carbonate (0.21 g, 0.64 mmol) were combined in dimethylformamide (2.0 mL). After stirring at room temperature for 16 h, the solvents were removed and the residue purified by column chromatography to afford 0.1 g (77%). Mass spec.: 611.21 (MH)+.